describe an organic reaction: reactants, conditions, products, and yield From a dataset of the Open Reaction Database (ORD), a public repository of structured organic reaction records. Starting materials: Cl (hydrogen chloride), C(C)O (ethanol), ClC=1C=C2C(=C(NC2=CC1)C#N)S(=O)(=O)C1=CC=CC=C1 (5-Chloro-3-phenylsulfonylindole-2-carbonitrile). The product is ClC=1C=C2C(=C(NC2=CC1)C(OCC)=N)S(=O)(=O)C1=CC=CC=C1 (Ethyl 5-chloro-3-phenylsulfonylindole-2-carboximidate), hydrochloride salt. As a reaction SMILES: [Cl:1][C:2]1[CH:3]=[C:4]2[C:8](=[CH:9][CH:10]=1)[NH:7][C:6]([C:11]#[N:12])=[C:5]2[S:13]([C:16]1[CH:21]=[CH:20][CH:19]=[CH:18][CH:17]=1)(=[O:15])=[O:14].Cl.[CH2:23]([OH:25])[CH3:24]>>[Cl:1][C:2]1[CH:3]=[C:4]2[C:8](=[CH:9][CH:10]=1)[NH:7][C:6]([C:11](=[NH:12])[O:25][CH2:23][CH3:24])=[C:5]2[S:13]([C:16]1[CH:17]=[CH:18][CH:19]=[CH:20][CH:21]=1)(=[O:15])=[O:14]. Procedure details: 5-Chloro-3-phenylsulfonylindole-2-carbonitrile is allowed to react with ethanol saturated with hydrogen chloride at 0°-10° C. for 7 days. Evaporation to dryness affords the title compound as a hydrochloride salt. The title compound is obtained as a free base by adding the reaction mixture to an ice cold solution of excess potassium carbonate and extracting the product with chloroform.